This data is from the Open Reaction Database (ORD), a public repository of structured organic reaction records. The task is: describe an organic reaction: reactants, conditions, products, and yield The reactants are FC(C1=CC=C(C=C1)C(CC)=O)(F)F (1-(4-trifluoromethylphenyl)-1-propanone), C=O (paraformaldehyde), Cl.N1CCCC1 (pyrrolidine hydrochloride), Cl (hydrochloric acid). The product is FC(C1=CC=C(C=C1)C(C(CN1CCCC1)C)=O)(F)F (1-(4-trifluoromethylphenyl)-2-methyl-3-pyrrolidino-1propanone). The yield is 44.8%. RXN SMILES: [F:1][C:2]([F:14])([F:13])[C:3]1[CH:8]=[CH:7][C:6]([C:9](=[O:12])[CH2:10][CH3:11])=[CH:5][CH:4]=1.[CH2:15]=O.Cl.[NH:18]1[CH2:22][CH2:21][CH2:20][CH2:19]1.Cl>>[F:1][C:2]([F:13])([F:14])[C:3]1[CH:4]=[CH:5][C:6]([C:9](=[O:12])[CH:10]([CH3:15])[CH2:11][N:18]2[CH2:22][CH2:21][CH2:20][CH2:19]2)=[CH:7][CH:8]=1 |f:2.3|. Procedure details: A mixture of 1-(4-trifluoromethylphenyl)-1-propanone (2.50g), paraformaldehyde (1.10g), pyrrolidine hydrochloride (1.60g), and hydrochloric acid (0.1 ml) was refluxed for 16 hours. The mixture was evaporated in vacuo to give the residue. The residue was partitioned into water and ethyl acetate. The aqueous layer was neutralized with ammonia water and then extracted with ethyl acetate. The organic layer was dried over anhydrous magnesium sulfate and then filtered. The filtrate was evaporated in v... Reactants: Cl.N1CC(C1)C1=CC2=C(C3=NC(=CN3CCO2)C=2N(N=CN2)C(C)C)C=C1 (8-Azetidin-3-yl-2-(2-isopropyl-2H-[1,2,4]triazol-3-yl)-4,5-dihydro-6-oxa-1,3a-diaza-benzo[e]azulene hydrochloride), CO (MeOH), C(C)(C)(C)OC(=O)NC1(CC1)C(=O)O (1-tert-butoxycarbonylamino-cyclopropanecarboxylic acid), crude product. Solvent: O (H2O). Yields the product NC1(CC1)C(=O)N1CC(C1)C1=CC2=C(C=3N(CCO2)C=C(N3)C3=NC=NN3C(C)C)C=C1 ((1-aminocyclopropyl)(3-(2-(1-isopropyl-1H-1,2,4-triazol-5-yl)-5,6-dihydrobenzo[f]imidazo[1,2-d][1,4]oxazepin-9-yl)azetidin-1-yl)methanone). RXN SMILES: Cl.[NH:2]1[CH2:5][CH:4]([C:6]2[CH:27]=[CH:26][C:9]3[C:10]4[N:14]([CH2:15][CH2:16][O:17][C:8]=3[CH:7]=2)[CH:13]=[C:12]([C:18]2[N:19]([CH:23]([CH3:25])[CH3:24])[N:20]=[CH:21][N:22]=2)[N:11]=4)[CH2:3]1.C(OC([NH:35][C:36]1([C:39](O)=[O:40])[CH2:38][CH2:37]1)=O)(C)(C)C.CO>O>[NH2:35][C:36]1([C:39]([N:2]2[CH2:3][CH:4]([C:6]3[CH:27]=[CH:26][C:9]4[C:10]5[N:14]([CH:13]=[C:12]([C:18]6[N:19]([CH:23]([CH3:24])[CH3:25])[N:20]=[CH:21][N:22]=6)[N:11]=5)[CH2:15][CH2:16][O:17][C:8]=4[CH:7]=3)[CH2:5]2)=[O:40])[CH2:38][CH2:37]1 |f:0.1|. Procedure details: Following the procedure for 127, 8-azetidin-3-yl-2-(2-isopropyl-2H-[1,2,4]triazol-3-yl)-4,5-dihydro-6-oxa-1,3a-diaza-benzo[e]azulene hydrochloride (Example 65) was reacted with 1-tert-butoxycarbonylamino-cyclopropanecarboxylic acid. The crude product was subjected to reverse phase HPLC (Gemini C18 column, gradient 20 to 95% MeOH in H2O+0.1% HCO2H) to give 193 as a white solid. 1H NMR δ (ppm) (DMSO-d): 8.36 (1H, d, J=8.28 Hz), 8.09 (1H, s), 7.88-7.86 (2H, m), 7.14 (1H, dd, J=8.35, 1.82 Hz), 7.01 ... Reactants: NCCC1=CNC=N1 (histamine), ClC1=[N+](C=CC(=C1)[N+](=O)[O-])[O-] (2-chloro-4-nitropyridine N-oxide), C([O-])(O)=O.[K+] (potassium bicarbonate). The solvent is CC(C)O (2-propanol). Yields the product N1C=NC(=C1)CCNC1=CC(=NC=C1)Cl (4-{[2-(1H-Imidazol-4-yl)ethyl]amino}-2-chloropyridine). RXN SMILES: [NH2:1][CH2:2][CH2:3][C:4]1[N:8]=[CH:7][NH:6][CH:5]=1.[Cl:9][C:10]1[CH:15]=[C:14]([N+]([O-])=O)[CH:13]=[CH:12][N+:11]=1[O-].C(=O)(O)[O-].[K+]>CC(O)C>[NH:6]1[CH:5]=[C:4]([CH2:3][CH2:2][NH:1][C:14]2[CH:13]=[CH:12][N:11]=[C:10]([Cl:9])[CH:15]=2)[N:8]=[CH:7]1 |f:2.3|. Procedure: 38 mg (0.34 mmol) of histamine and 55 mg (0.31 mmol) of 2-chloro-4-nitropyridine N-oxide in 15 ml of 2-propanol are stirred with potassium bicarbonate at 21° C. for 3 days. The mixture is then filtered and evaporated. The resulting solid residue is chromatographed on a column of silica gel, using a chloroform/methanol (10/1) mixture. The pure fractions are evaporated under reduced pressure to give the title compound which, after crystallization from a 2-propanol/ether (1/1) mixture, melts at 164... The reactants are N1=C(C=CC=C1)N1N=CC=C1N (1-(2-pyridinyl)-1H-pyrazol-5-ylamine), ClC1=C(C(=O)O)C=C(C(=C1)F)F (2-chloro-4,5-difluorobenzoic acid), C([O-])([O-])=O.[K+].[K+] (potassium carbonate), Cl (hydrochloric acid). Reagents/catalysts: C(C)(=O)[O-].[Cu+2].C(C)(=O)[O-] (copper acetate). Solvent: CN(C=O)C (N,N-dimethylformamide), O (water). Yields the product FC1=CC(=C(C(=O)O)C=C1F)NC1=CC=NN1C1=NC=CC=C1 (4,5-Difluoro-2-[[1-(2-pyridinyl)-1H-pyrazol-5-yl]amino]benzoic acid). Isolated yield 65.6%. RXN SMILES: [N:1]1[CH:6]=[CH:5][CH:4]=[CH:3][C:2]=1[N:7]1[C:11]([NH2:12])=[CH:10][CH:9]=[N:8]1.Cl[C:14]1[CH:22]=[C:21]([F:23])[C:20]([F:24])=[CH:19][C:15]=1[C:16]([OH:18])=[O:17].C(=O)([O-])[O-].[K+].[K+].Cl>CN(C)C=O.C([O-])(=O)C.[Cu+2].C([O-])(=O)C.O>[F:23][C:21]1[C:20]([F:24])=[CH:19][C:15]([C:16]([OH:18])=[O:17])=[C:14]([NH:12][C:11]2[N:7]([C:2]3[CH:3]=[CH:4][CH:5]=[CH:6][N:1]=3)[N:8]=[CH:9][CH:10]=2)[CH:22]=1 |f:2.3.4,7.8.9|. Procedure details: A solution of 1-(2-pyridinyl)-1H-pyrazol-5-ylamine (6.94 g, 43.3 mmol), 2-chloro-4,5-difluorobenzoic acid (10.0 g, 51.9 mmol), copper acetate (II) (0.787 g, 4.33 mmol) and potassium carbonate (5.98 g, 43.3 mmol) in N,N-dimethylformamide (40 mL) was heated under reflux under an argon atmosphere for 3 hours. The solution was allowed to cool to room temperature, and poured into water. The solution was made weakly acidic by the addition of 6N hydrochloric acid, and the resulting crude crystals were ... The reactants are ClC1=CC=C2C(C(=CN3C(CCC1=C23)C)C(=O)O)=O (8-chloro-5-methyl-6,7-dihydro-1-oxo-1H,5H-benzo[ij]quinolizine-2-carboxylic acid), OC1CCNCC1 (4-hydroxypiperidine). Solvent: CN1C(CCC1)=O (N-methylpyrrolidone). Run at time 6 hour. Yields the product OC1CCN(CC1)C1=CC=C2C(C(=CN3C(CCC1=C23)C)C(=O)O)=O (8-(4-hydroxy-1-piperidyl)-5-methyl-6,7-dihydro-1-oxo-1H,5H-benzo[ij]quinolizine-2-carboxylic acid). The yield is 23.9%. Reaction SMILES: Cl[C:2]1[C:13]2=[C:14]3[N:9]([CH:10]([CH3:15])[CH2:11][CH2:12]2)[CH:8]=[C:7]([C:16]([OH:18])=[O:17])[C:6](=[O:19])[C:5]3=[CH:4][CH:3]=1.[OH:20][CH:21]1[CH2:26][CH2:25][NH:24][CH2:23][CH2:22]1>CN1CCCC1=O>[OH:20][CH:21]1[CH2:26][CH2:25][N:24]([C:2]2[C:13]3=[C:14]4[N:9]([CH:10]([CH3:15])[CH2:11][CH2:12]3)[CH:8]=[C:7]([C:16]([OH:18])=[O:17])[C:6](=[O:19])[C:5]4=[CH:4][CH:3]=2)[CH2:23][CH2:22]1. Reported procedure: In a 100 ml flask were placed 6.1 g of 8-chloro-5-methyl-6,7-dihydro-1-oxo-1H,5H-benzo[ij]quinolizine-2-carboxylic acid, 9.5 g of 4-hydroxypiperidine and 60 ml of N-methylpyrrolidone and the mixture was stirred at 150° C. in an argon gas atmosphere. After 6 hours, N-methylpyrrolidone and excessive 4-hydroxypiperidine were removed under reduced pressure. To the residue were added dimethylformamide, ethanol and water and allowed to stand overnight to give 2.3 g of crude crystals which were recryst... Reactants: C(C)(C)(C)OC(=O)NCC1=C(C=CC=C1)C1=CC(=CC=C1)O (2-{N-(tert-butyloxycarbonyl)aminomethyl}-3′-hydroxybiphenyl), Cl (HCl). The solvent is CCOC(=O)C (EtOAc). Run at time 5 minute. The product is Cl.NCC1=C(C=CC=C1)C1=CC(=CC=C1)O (2-aminomethyl-3′-hydroxybiphenyl hydrochloride). As a reaction SMILES: C(OC([NH:8][CH2:9][C:10]1[CH:15]=[CH:14][CH:13]=[CH:12][C:11]=1[C:16]1[CH:21]=[CH:20][CH:19]=[C:18]([OH:22])[CH:17]=1)=O)(C)(C)C.[ClH:23]>CCOC(C)=O>[ClH:23].[NH2:8][CH2:9][C:10]1[CH:15]=[CH:14][CH:13]=[CH:12][C:11]=1[C:16]1[CH:21]=[CH:20][CH:19]=[C:18]([OH:22])[CH:17]=1 |f:3.4|. Reported procedure: A solution of 2-{N-(tert-butyloxycarbonyl)aminomethyl}-3′-hydroxybiphenyl from Step G (0.732 g, 2.45 mmol) in EtOAc (30 mL) at 0° C. was saturated with HCl gas. The mixture was aged at 0° C. for 5 min, then concentrated to dryness in vacuo to provide the titled compound as a white solid. The reactants are CC(C)(C)OC(=O)Nc1ccc(CCO)cc1, CCOC(=O)C(Cc1ccc(O)cc1)OCC, ClCCl, O=C(N=NC(=O)N1CCCCC1)N1CCCCC1, c1ccc(P(c2ccccc2)c2ccccc2)cc1. The product is CCOC(=O)C(Cc1ccc(OCCc2ccc(NC(=O)OC(C)(C)C)cc2)cc1)OCC. RXN SMILES: [C:1]([CH3:2])([CH3:3])([CH3:4])[O:5][C:6]([NH:7][c:8]1[cH:9][cH:10][c:11]([CH2:14][CH2:15][OH:16])[cH:12][cH:13]1)=[O:17].[CH2:18]([CH3:19])[O:20][C:21]([CH:22]([CH2:23][c:24]1[cH:25][cH:26][c:27]([OH:30])[cH:28][cH:29]1)[O:31][CH2:32][CH3:33])=[O:34].[Cl:72][CH2:73][Cl:74].[N:35]([C:36]([N:37]1[CH2:38][CH2:39][CH2:40][CH2:41][CH2:42]1)=[O:43])=[N:44][C:45]([N:46]1[CH2:47][CH2:48][CH2:49][CH2:50][CH2:51]1)=[O:52].[c:53]1([P:54]([c:55]2[cH:56][cH:57][cH:58][cH:59][cH:60]2)[c:61]2[cH:62][cH:63][cH:64][cH:65][cH:66]2)[cH:67][cH:68][cH:69][cH:70][cH:71]1>>[C:1]([CH3:2])([CH3:3])([CH3:4])[O:5][C:6]([NH:7][c:8]1[cH:9][cH:10][c:11]([CH2:14][CH2:15][O:16][c:27]2[cH:26][cH:25][c:24]([CH2:23][CH:22]([C:21]([O:20][CH2:18][CH3:19])=[O:34])[O:31][CH2:32][CH3:33])[cH:29][cH:28]2)[cH:12][cH:13]1)=[O:17].